This data is from the Open Reaction Database (ORD), a public repository of structured organic reaction records. The task is: describe an organic reaction: reactants, conditions, products, and yield Reactants: C(C)#N (acetonitrile), [H-].[Na+] (sodium hydride), COC(C1=CC=C(C=C1)C#N)=O (4-Cyano-benzoic acid methyl ester). The solvent is O1CCCC1 (tetrahydrofuran). Run at time 15 minute. The product is C(#N)CC(=O)C1=CC=C(C#N)C=C1 (4-(Cyanoacetyl)benzonitrile). Isolated yield 92.6%. RXN SMILES: [C:1](#[N:3])[CH3:2].[H-].[Na+].C[O:7][C:8](=O)[C:9]1[CH:14]=[CH:13][C:12]([C:15]#[N:16])=[CH:11][CH:10]=1>O1CCCC1>[C:1]([CH2:2][C:8]([C:9]1[CH:14]=[CH:13][C:12]([C:15]#[N:16])=[CH:11][CH:10]=1)=[O:7])#[N:3] |f:1.2|. Procedure details: A solution of acetonitrile (9.22 mL, 176 mmol) in tetrahydrofuran (320 mL) was added to sodium hydride (60% dispersion in mineral oil) (11.80 g, 294 mmol). This mixture was stirred at room temperature for 15 minutes, and then 4-Cyano-benzoic acid methyl ester (23.70 g, 147 mmol) was added. The reaction mixture was stirred at 60° C. for 2 hours, And then quenched onto an aqueous solution of hydrochloric acid (2M, 500 mL), and extracted with ethyl acetate (3×500 mL). The combined organic extracts ... The product is CCCc1cn(C2CC(O)C(CN=[N+]=[N-])O2)c(=O)[nH]c1=O. Reaction SMILES: [C:43]([Br:44])([Br:45])([Br:46])[Br:47].[CH2:1]([CH2:2][CH3:3])[c:4]1[c:5](=[O:19])[nH:6][c:7](=[O:18])[n:8]([CH:9]2[CH2:10][CH:11]([OH:12])[CH:13]([CH2:14][OH:15])[O:16]2)[cH:17]1.[CH3:48][N:49]([CH3:50])[CH:51]=[O:52].[CH3:53][OH:54].[N-:40]=[N+:41]=[N-:42].[Na+:39].[c:20]1([P:21]([c:22]2[cH:23][cH:24][cH:25][cH:26][cH:27]2)[c:28]2[cH:29][cH:30][cH:31][cH:32][cH:33]2)[cH:34][cH:35][cH:36][cH:37][cH:38]1>>[CH2:1]([CH2:2][CH3:3])[c:4]1[c:5](=[O:19])[nH:6][c:7](=[O:18])[n:8]([CH:9]2[CH2:10][CH:11]([OH:12])[CH:13]([CH2:14][N:40]=[N+:41]=[N-:42])[O:16]2)[cH:17]1. Reactants: BrC(Br)(Br)Br, CCCc1cn(C2CC(O)C(CO)O2)c(=O)[nH]c1=O, CN(C)C=O, CO, [N-]=[N+]=[N-], [Na+], c1ccc(P(c2ccccc2)c2ccccc2)cc1. Starting materials: BrC1=CC(=C(C=C1)C(C(C(F)(F)F)(O)C=1C=CC(N(C1)C)=O)C)Cl (5-[2-(4-Bromo-2-chloro-phenyl)-1-hydroxy-1-trifluoromethyl-propyl]-1-methyl-1H-pyridin-2-one), ClC1=C(C=C(C=C1)B(O)O)C(=O)OCC (4-chloro-3-ethoxycarbonylphenylboronic acid). Yields the product ClC1=C(C=C(C=C1)C1=CC(=C(C=C1)C(C(C(F)(F)F)(C1=CN(C(C=C1)=O)C)O)C)Cl)C(=O)O (4,3′-Dichloro-4′-[3,3,3-trifluoro-2-hydroxy-1-methyl-2-(1-methyl-6-oxo-1,6-dihydro-pyridin-3-yl)-propyl]-biphenyl-3-carboxylic acid). As a reaction SMILES: Br[C:2]1[CH:7]=[CH:6][C:5]([CH:8]([CH3:23])[C:9]([C:15]2[CH:16]=[CH:17][C:18](=[O:22])[N:19]([CH3:21])[CH:20]=2)([OH:14])[C:10]([F:13])([F:12])[F:11])=[C:4]([Cl:24])[CH:3]=1.[Cl:25][C:26]1[CH:31]=[CH:30][C:29](B(O)O)=[CH:28][C:27]=1[C:35]([O:37]CC)=[O:36]>>[Cl:25][C:26]1[CH:31]=[CH:30][C:29]([C:2]2[CH:7]=[CH:6][C:5]([CH:8]([CH3:23])[C:9]([OH:14])([C:15]3[CH:16]=[CH:17][C:18](=[O:22])[N:19]([CH3:21])[CH:20]=3)[C:10]([F:13])([F:12])[F:11])=[C:4]([Cl:24])[CH:3]=2)=[CH:28][C:27]=1[C:35]([OH:37])=[O:36]. Procedure: In analogy to Example 150, step 2, 5-[2-(4-bromo-2-chloro-phenyl)-1-hydroxy-1-trifluoromethyl-propyl]-1-methyl-1H-pyridin-2-one (Example 165, step 3) was reacted with 4-chloro-3-ethoxycarbonylphenylboronic acid. The product of this reaction was hydrolyzed in analogy to Example 141 to give the title compound as a colorless solid. MS (m/e, ISP neg. ion)=498.1 [M−H+].